This data is from the Open Reaction Database (ORD), a public repository of structured organic reaction records. The task is: describe an organic reaction: reactants, conditions, products, and yield Starting materials: CN(C1CCOCC1)CC1=CC=C(N)C=C1 (4-[[N-methyl-N-(tetrahydropyran-4-yl)amino]methyl]aniline), CN(C)C=O (DMF), C(CCC)OCCOC1=CC=C(C=C1)C=1C=CC2=C(C=C(CCN2CC=2SC=CN2)C(=O)O)C1 (7-(4-butoxyethoxyphenyl)-1-(thiazol-2-yl)methyl-2,3-dihydro-1-benzazepine-4-carboxylic acid), S(=O)(Cl)Cl (thionyl chloride). Run in ClCCl (dichloromethane), C(C)N(CC)CC (triethylamine), O (water), ClCCl (dichloromethane). Reaction conditions: time 1 hour. Product: C(CCC)OCCOC1=CC=C(C=C1)C=1C=CC2=C(C=C(CCN2CC=2SC=CN2)C(=O)NC2=CC=C(C=C2)CN(C2CCOCC2)C)C1 (7-(4-butoxyethoxyphenyl)-N-[4-[[N-methyl-N-(tetrahydropyran-4-yl)amino]methyl]phenyl]-1-(thiazol-2-yl)methyl-2,3-dihydro-1-benzazepine-4-carboxamide). Yield: 66.3%. Reaction SMILES: CN(C=O)C.[CH2:6]([O:10][CH2:11][CH2:12][O:13][C:14]1[CH:19]=[CH:18][C:17]([C:20]2[CH:21]=[CH:22][C:23]3[N:29]([CH2:30][C:31]4[S:32][CH:33]=[CH:34][N:35]=4)[CH2:28][CH2:27][C:26]([C:36](O)=[O:37])=[CH:25][C:24]=3[CH:39]=2)=[CH:16][CH:15]=1)[CH2:7][CH2:8][CH3:9].S(Cl)(Cl)=O.[CH3:44][N:45]([CH2:52][C:53]1[CH:59]=[CH:58][C:56]([NH2:57])=[CH:55][CH:54]=1)[CH:46]1[CH2:51][CH2:50][O:49][CH2:48][CH2:47]1>ClCCl.O.C(N(CC)CC)C>[CH2:6]([O:10][CH2:11][CH2:12][O:13][C:14]1[CH:19]=[CH:18][C:17]([C:20]2[CH:21]=[CH:22][C:23]3[N:29]([CH2:30][C:31]4[S:32][CH:33]=[CH:34][N:35]=4)[CH2:28][CH2:27][C:26]([C:36]([NH:57][C:56]4[CH:58]=[CH:59][C:53]([CH2:52][N:45]([CH3:44])[CH:46]5[CH2:51][CH2:50][O:49][CH2:48][CH2:47]5)=[CH:54][CH:55]=4)=[O:37])=[CH:25][C:24]=3[CH:39]=2)=[CH:16][CH:15]=1)[CH2:7][CH2:8][CH3:9]. Procedure: One droplet of DMF was added to a solution of 7-(4-butoxyethoxyphenyl)-1-(thiazol-2-yl)methyl-2,3-dihydro-1-benzazepine-4-carboxylic acid (70 mg) in dichloromethane (10 ml). Then, thionyl chloride (23 mg) was added at 0° C., the temperature was returned to room temperature, and the mixture was stirred under nitrogen atmosphere for 1 hour. Then, this solution was added to a solution of 4-[[N-methyl-N-(tetrahydropyran-4-yl)amino]methyl]aniline (42 mg) and triethylamine (385 mg) in dichloromethane ... Reactants: ClC=1C2=C(C3=C(C(=NO3)C3=C(C=CC=C3)F)C1)CC(O2)CO (5-chloro-7,8-dihydro-3-(2-fluorophenyl)furo[2,3-g]-1,2-benzisoxazole-7-methanol), O (water), S(O)(O)(=O)=O (sulfuric acid). Reagents/catalysts: [O-2].[Cr+6].[O-2].[O-2] (chromium (VI) oxide). Run in CC(=O)C (acetone). Run at time 8 hour. The product is ClC=1C2=C(C3=C(C(=NO3)C3=C(C=CC=C3)F)C1)CC(O2)C(=O)O (5-chloro-7,8-dihydro-3-(2-fluorophenyl)furo[2,3-g]-1,2-benzisoxazole-7-carboxylic acid). Isolated yield 89.8%. As a reaction SMILES: [Cl:1][C:2]1[C:3]2[O:20][CH:19]([CH2:21][OH:22])[CH2:18][C:4]=2[C:5]2[O:9][N:8]=[C:7]([C:10]3[CH:15]=[CH:14][CH:13]=[CH:12][C:11]=3[F:16])[C:6]=2[CH:17]=1.O.S(=O)(=O)(O)[OH:25]>CC(C)=O.[O-2].[Cr+6].[O-2].[O-2]>[Cl:1][C:2]1[C:3]2[O:20][CH:19]([C:21]([OH:25])=[O:22])[CH2:18][C:4]=2[C:5]2[O:9][N:8]=[C:7]([C:10]3[CH:15]=[CH:14][CH:13]=[CH:12][C:11]=3[F:16])[C:6]=2[CH:17]=1 |f:4.5.6.7|. Procedure: A portion (6.4 g) of the 5-chloro-7,8-dihydro-3-(2-fluorophenyl)furo[2,3-g]-1,2-benzisoxazole-7-methanol prepared in Example 11 was dissolved in 150 ml of acetone. To the stirred solution, a mixture of chromium (VI) oxide (7.2 g), water (15 ml) and concentrated sulfuric acid (10.2 g) was added dropwise overtime, and the mixture was agitated for 8 hours at room temperature. The insolubles were filtered off by suction. After distilling off the acetone, water was added and the mixture was subjected...